From a dataset of the Open Reaction Database (ORD), a public repository of structured organic reaction records. describe an organic reaction: reactants, conditions, products, and yield The reactants are Cc1cc(N2CCC(N3CCCC3C)C2)ccc1N, O=C(O)c1cc2c(o1)CCCC2=O. Product: Cc1cc(N2CCC(N3CCCC3C)C2)ccc1NC(=O)c1cc2c(o1)CCCC2=O. As a reaction SMILES: [CH3:1][c:2]1[c:3]([NH2:19])[cH:4][cH:5][c:6]([N:8]2[CH2:9][CH:10]([N:13]3[CH:14]([CH3:18])[CH2:15][CH2:16][CH2:17]3)[CH2:11][CH2:12]2)[cH:7]1.[O:20]=[C:21]1[CH2:22][CH2:23][CH2:24][c:25]2[c:26]1[cH:27][c:28]([C:30](=[O:31])[OH:32])[o:29]2>>[CH3:1][c:2]1[c:3]([NH:19][C:30]([c:28]2[cH:27][c:26]3[c:25]([o:29]2)[CH2:24][CH2:23][CH2:22][C:21]3=[O:20])=[O:31])[cH:4][cH:5][c:6]([N:8]2[CH2:9][CH:10]([N:13]3[CH:14]([CH3:18])[CH2:15][CH2:16][CH2:17]3)[CH2:11][CH2:12]2)[cH:7]1. The reactants are CN(C=O)C (N,N-dimethylformamide), C([O-])([O-])=O.[K+].[K+] (potassium carbonate), C(C1=CC=CC=C1)Br (benzyl bromide), O (water). Conditions: time 8 hour. The product is C(C)(C)(C)OC(=O)NCC(C(=O)OCC1=CC=CC=C1)(C)C (benzyl 3-(tert-butoxycarbonylamino)-2,2-di(methyl)propionate). Reaction SMILES: [C:1](=[O:4])([O-])[O-:2].[K+].[K+].[CH2:7](Br)[C:8]1[CH:13]=[CH:12][CH:11]=[CH:10][CH:9]=1.[OH2:15].C[N:17]([CH3:20])[CH:18]=[O:19]>>[C:8]([O:19][C:18]([NH:17][CH2:20][C:11]([CH3:12])([CH3:10])[C:1]([O:2][CH2:7][C:8]1[CH:13]=[CH:12][CH:11]=[CH:10][CH:9]=1)=[O:4])=[O:15])([CH3:13])([CH3:9])[CH3:7] |f:0.1.2|. Reported procedure: The organic layer was washed with water and brine. To the organic layer was added a saturated aqueous potassium carbonate solution, and the aqueous layer was separated. The aqueous layer was acidified with 2 mol/L hydrochloric acid, and the mixture was extracted with ethyl acetate. The extract was washed with water and brine, and dried over anhydrous magnesium sulfate. The solvent was removed under reduced pressure to give 3-(tert-butoxycarbonylamino)-2,2-di(methyl)propionic acid (2.78 g). This ... Procedure: 10.6 parts of benzaldehyde are added to a solution of 12.9 parts of 1-(2-aminoethyl)piperazine in 24 parts of water and 24 parts of ethanol. 7.6 parts of carbon disulfide are then slowly added dropwise with ice cooling, whereby a precipitate forms. This is again dissolved after dilution with 100 parts each of water and of ethanol by addition of 10.1 parts of triethylamine and oxidized with 33 parts with potassium hexacyanoferrate(III). The product that now precipitates is filtered, washed repeat... The reactants are 10.1, C(C1=CC=CC=C1)=O (benzaldehyde), 12.9, NCCN1CCNCC1 (1-(2-aminoethyl)piperazine), C(=S)=S (carbon disulfide). The product is C(C1=CC=CC=C1)=NCCN1CCN(CC1)C(=S)SSC(=S)N1CCN(CC1)CCN=CC1=CC=CC=C1 (Bis(4-(2-benzalaminoethyl)piperazine-1-thiocarbonyl) Disulfane). Solvent: C(C)N(CC)CC (triethylamine), C(C)O (ethanol), C(C)O (ethanol), O (water), O (water). Reagents/catalysts: [C-]#N.[C-]#N.[C-]#N.[C-]#N.[C-]#N.[C-]#N.[K+].[K+].[K+].[Fe+3] (potassium hexacyanoferrate(III)). Reaction SMILES: [CH:1](=O)[C:2]1[CH:7]=[CH:6][CH:5]=[CH:4][CH:3]=1.[NH2:9][CH2:10][CH2:11][N:12]1[CH2:17][CH2:16][NH:15][CH2:14][CH2:13]1.[C:18](=[S:20])=[S:19]>[C-]#N.[C-]#N.[C-]#N.[C-]#N.[C-]#N.[C-]#N.[K+].[K+].[K+].[Fe+3].C(N(CC)CC)C.C(O)C.O>[CH:1](=[N:9][CH2:10][CH2:11][N:12]1[CH2:17][CH2:16][N:15]([C:18]([S:20][S:20][C:18]([N:15]2[CH2:16][CH2:17][N:12]([CH2:11][CH2:10][N:9]=[CH:1][C:2]3[CH:7]=[CH:6][CH:5]=[CH:4][CH:3]=3)[CH2:13][CH2:14]2)=[S:19])=[S:19])[CH2:14][CH2:13]1)[C:2]1[CH:7]=[CH:6][CH:5]=[CH:4][CH:3]=1 |f:3.4.5.6.7.8.9.10.11.12|. The reactants are COCCOCCN(CCOCCOC)CCOCCOC, COc1cccc(CC#N)c1, Cc1ccccc1, CC(C)Br, CN(CCCCl)CCc1ccccc1, [K+], [OH-], O. Reaction SMILES: [CH2:14]([N:15]([CH2:16][CH2:17][O:18][CH2:19][CH2:20][O:21][CH3:22])[CH2:23][CH2:24][O:25][CH2:26][CH2:27][O:28][CH3:29])[CH2:30][O:31][CH2:32][CH2:33][O:34][CH3:35].[CH3:1][O:2][c:3]1[cH:4][c:5]([CH2:9][C:10]#[N:11])[cH:6][cH:7][cH:8]1.[CH3:54][c:55]1[cH:56][cH:57][cH:58][cH:59][cH:60]1.[CH:36]([CH3:37])([CH3:38])[Br:39].[Cl:40][CH2:41][CH2:42][CH2:43][N:44]([CH3:45])[CH2:46][CH2:47][c:48]1[cH:49][cH:50][cH:51][cH:52][cH:53]1.[K+:13].[OH-:12].[OH2:61]>>[CH3:1][O:2][c:3]1[cH:4][c:5]([C:9]([C:10]#[N:11])([CH:36]([CH3:37])[CH3:38])[CH2:41][CH2:42][CH2:43][N:44]([CH3:45])[CH2:46][CH2:47][c:48]2[cH:49][cH:50][cH:51][cH:52][cH:53]2)[cH:6][cH:7][cH:8]1. Yields the product COc1cccc(C(C#N)(CCCN(C)CCc2ccccc2)C(C)C)c1.